From a dataset of the Open Reaction Database (ORD), a public repository of structured organic reaction records. describe an organic reaction: reactants, conditions, products, and yield Reactants: three, BrC1=C(C=C(C(=C1)F)OC)F (1-Bromo-2,5-difluoro-4-methoxybenzene), CN(C)C=O (DMF), C(CCC)[Li] (n-butyl lithium). Run in C1CCOC1 (THF). Run at temperature -78 celsius. The product is FC1=C(C=O)C=C(C(=C1)OC)F (2,5-Difluoro-4-methoxybenzaldehyde). Yield: 99.4%. Reaction SMILES: Br[C:2]1[CH:7]=[C:6]([F:8])[C:5]([O:9][CH3:10])=[CH:4][C:3]=1[F:11].C([Li])CCC.CN([CH:20]=[O:21])C>C1COCC1>[F:11][C:3]1[CH:4]=[C:5]([O:9][CH3:10])[C:6]([F:8])=[CH:7][C:2]=1[CH:20]=[O:21]. Procedure: To a 250 mL three RB flask fitted with magnetic stirrer was charged 1-Bromo-2,5-difluoro-4-methoxybenzene (1.0 g, 4.5 mmol) in 10 mL of THF, cooled −78° C. To the stirred solvent was added n-butyl lithium (3.09 mL, 1.6M solution, 4.95 mmol) drop wise and stirred at same temperature, was added DMF (0.375 g, 5.13 mmol), once the temperature to reached room temperature and stirred about 16 h. Then reaction mixture was quenched with ice-cold water and extracted with ethyl acetate. The organic layer ... Starting materials: S(=O)(=O)([O-])[O-].CSC(=[NH2+])N.CSC(=[NH2+])N (S-methylthiouronium sulfate), C(C#C)N (propargyl amine). Solvent: O (water). Run at time 4 hour. Product: S(=O)(=O)(O)O.C(C#C)NC(=N)N (1-propargylguanidine sulfate). RXN SMILES: [S:1]([O-:5])([O-:4])(=[O:3])=[O:2].CS[C:8]([NH2:10])=[NH2+:9].CSC(N)=[NH2+].[CH2:16]([NH2:19])[C:17]#[CH:18]>O>[S:1]([OH:5])([OH:4])(=[O:3])=[O:2].[CH2:16]([NH:19][C:8]([NH2:10])=[NH:9])[C:17]#[CH:18] |f:0.1.2,5.6|. Procedure details: To a vigorously stirred suspension of 50.11 g. (0.18 moles) of S-methylthiouronium sulfate in 100 ml. of water is added 20 g. (0.36 moles) of propargyl amine under a blanket of nitrogen. The reaction mixture is stirred at room temperature for 4 hours and then warmed slowly to reflux and refluxed for 2 hours. The heat is removed and the reaction mixture allowed to stir at room temperature for 2 days. The mixture is then heated to reflux, filtered and then evaporated to near dryness. The residual ... The reactants are CC(=O)Nc1cc([N+](=O)[O-])ccc1O, CO, Cl. Yields the product CC(=O)Nc1cc(N)ccc1O, Cl. As a reaction SMILES: [C:1]([CH3:2])(=[O:3])[NH:4][c:5]1[c:6]([OH:14])[cH:7][cH:8][c:9]([N+:11]([O-:12])=[O:13])[cH:10]1.[CH3:16][OH:17].[ClH:15]>>[C:1]([CH3:2])(=[O:3])[NH:4][c:5]1[c:6]([OH:14])[cH:7][cH:8][c:9]([NH2:11])[cH:10]1.[ClH:15]. Reactants: ClC=1N=C(NC(C1[N+](=O)[O-])=O)NC(C(C)C)=O (N-(4-Chloro-1,6-dihydro-5-nitro-6-oxo-2-pyrimidinyl)isobutyramide), P(=O)(Cl)(Cl)Cl (phosphorus oxychloride). The reagents and catalysts are C(C)N(C1=CC=CC=C1)CC (N,N-diethylaniline). The product is ClC1=NC(=NC(=C1[N+](=O)[O-])Cl)NC(C(C)C)=O (N-(4,6-Dichloro-5-nitro-2-pyrimidinyl)isobutyramide). Yield: 72.0%. RXN SMILES: [Cl:1][C:2]1[N:3]=[C:4]([NH:12][C:13](=[O:17])[CH:14]([CH3:16])[CH3:15])[NH:5][C:6](=O)[C:7]=1[N+:8]([O-:10])=[O:9].P(Cl)(Cl)([Cl:20])=O>C(N(CC)C1C=CC=CC=1)C>[Cl:1][C:2]1[C:7]([N+:8]([O-:10])=[O:9])=[C:6]([Cl:20])[N:5]=[C:4]([NH:12][C:13](=[O:17])[CH:14]([CH3:16])[CH3:15])[N:3]=1. Reported procedure: The title compound of Example 23 (10.0 g, 38.37 mmol) was heated to reflux in phosphorus oxychloride (200 ml) and N,N-diethylaniline (3-4 drops) for 5 hours under nitrogen. The solution was then cooled to room temperature, concentrated to dryness, and the syrup was dissolved in cold (~ -10° C.) methylene chloride (200 ml). The organic layer was treated with saturated aqueous sodium bicarbonate (100 ml) with vigorous stirring, and the temperature was kept below 5° C. as solid sodium bicarbonate w... Starting materials: C(C(=O)Cl)(=O)Cl (oxalyl chloride), C(C)O (ethanol), ice, C1(=CC=CC=C1)N1C=CC2=CC=CC=C12 (1-phenylindole). The solvent is C(C)OCC (diethyl ether), C(C)OCC (diethyl ether). Reaction conditions: time 3 hour. Yields the product C1(=CC=CC=C1)N1C=C(C2=CC=CC=C12)C(C(=O)OCC)=O (ethyl 1-phenylindole-3-glyoxylate). Reaction SMILES: [C:1]1([N:7]2[C:15]3[C:10](=[CH:11][CH:12]=[CH:13][CH:14]=3)[CH:9]=[CH:8]2)[CH:6]=[CH:5][CH:4]=[CH:3][CH:2]=1.[C:16](Cl)(=[O:20])[C:17](Cl)=[O:18].[CH2:22]([OH:24])[CH3:23]>C(OCC)C>[C:1]1([N:7]2[C:15]3[C:10](=[CH:11][CH:12]=[CH:13][CH:14]=3)[C:9]([C:16](=[O:20])[C:17]([O:24][CH2:22][CH3:23])=[O:18])=[CH:8]2)[CH:2]=[CH:3][CH:4]=[CH:5][CH:6]=1. Reported procedure: An ice-cooled solution of 10 g (51.8 mmol) of 1-phenylindole in 100 ml of anhydrous diethyl ether was treated dropwise during 5 minutes with a solution of 6 ml (68.8 mmol) of oxalyl chloride in 20 ml of anhydrous diethyl ether. The mixture was stirred for 3 hours while cooling with ice and then treated with 25 ml of ethanol in one portion. After stirring for 10 minutes, the solvent was removed under reduced pressure and the residual solid was crystallized from 60 ml of ethanol to give 12.38 g of... Starting materials: CC(=O)O, CC(=O)O, CCO, CCN(C(C)C)C(C)C, I, CSC(=N)NC(=O)c1nc(Cl)c(N)nc1N, NCCCCc1ccc(CCCCN(CC(O)c2ccc(O)c(NC=O)c2)CC(O)c2ccc(O)c(NC=O)c2)cc1. Yields the product CC(=O)O, CC(=O)O, N=C(NCCCCc1ccc(CCCCN(CC(O)c2ccc(O)c(NC=O)c2)CC(O)c2ccc(O)c(NC=O)c2)cc1)NC(=O)c1nc(Cl)c(N)nc1N. RXN SMILES: [C:10]([CH3:11])(=[O:12])[OH:13].[C:14]([CH3:15])(=[O:16])[OH:17].[CH3:77][CH2:78][OH:79].[CH:1]([N:2]([CH:3]([CH3:4])[CH3:5])[CH2:6][CH3:7])([CH3:8])[CH3:9].[IH:60].[NH2:61][c:62]1[c:63]([C:70](=[O:71])[NH:72][C:73]([S:74][CH3:75])=[NH:76])[n:64][c:65]([Cl:69])[c:66]([NH2:68])[n:67]1.[OH:18][c:19]1[c:20]([NH:57][CH:58]=[O:59])[cH:21][c:22]([CH:25]([CH2:26][N:27]([CH2:28][CH2:29][CH2:30][CH2:31][c:32]2[cH:33][cH:34][c:35]([CH2:38][CH2:39][CH2:40][CH2:41][NH2:42])[cH:36][cH:37]2)[CH2:43][CH:44]([c:45]2[cH:46][c:47]([NH:52][CH:53]=[O:54])[c:48]([OH:51])[cH:49][cH:50]2)[OH:55])[OH:56])[cH:23][cH:24]1>>[C:10]([CH3:11])(=[O:12])[OH:13].[C:14]([CH3:15])(=[O:16])[OH:17].[OH:18][c:19]1[c:20]([NH:57][CH:58]=[O:59])[cH:21][c:22]([CH:25]([CH2:26][N:27]([CH2:28][CH2:29][CH2:30][CH2:31][c:32]2[cH:33][cH:34][c:35]([CH2:38][CH2:39][CH2:40][CH2:41][NH:42][C:73]([NH:72][C:70]([c:63]3[c:62]([NH2:61])[n:67][c:66]([NH2:68])[c:65]([Cl:69])[n:64]3)=[O:71])=[NH:76])[cH:36][cH:37]2)[CH2:43][CH:44]([c:45]2[cH:46][c:47]([NH:52][CH:53]=[O:54])[c:48]([OH:51])[cH:49][cH:50]2)[OH:55])[OH:56])[cH:23][cH:24]1. The reactants are C[O-], CO, CC(C)(C#N)Nc1nc(Cl)c(C#N)c(NC2CC2)n1, [Na+]. Reaction SMILES: [CH3:1][O-:2].[CH3:23][OH:24].[Cl:4][c:5]1[n:6][c:7]([NH:17][C:18]([CH3:19])([CH3:20])[C:21]#[N:22])[n:8][c:9]([NH:13][CH:14]2[CH2:15][CH2:16]2)[c:10]1[C:11]#[N:12].[Na+:3]>>[CH3:1][O:2][c:5]1[n:6][c:7]([NH:17][C:18]([CH3:19])([CH3:20])[C:21]#[N:22])[n:8][c:9]([NH:13][CH:14]2[CH2:15][CH2:16]2)[c:10]1[C:11]#[N:12]. Yields the product COc1nc(NC(C)(C)C#N)nc(NC2CC2)c1C#N. Reactants: CC1CCC(CC1)OCCO (2-(4-methylcyclohexoxy)ethanol), C(C)(=O)OC(C)=O (acetic anhydride). Product: CC1CCC(CC1)OCCOC(C)=O (2-(4-methylcyclohexoxy)ethylacetate). Reaction SMILES: [CH3:1][CH:2]1[CH2:7][CH2:6][CH:5]([O:8][CH2:9][CH2:10][OH:11])[CH2:4][CH2:3]1.[C:12](OC(=O)C)(=[O:14])[CH3:13]>>[CH3:1][CH:2]1[CH2:3][CH2:4][CH:5]([O:8][CH2:9][CH2:10][O:11][C:12](=[O:14])[CH3:13])[CH2:6][CH2:7]1. Procedure: 5.65 Grams (0.04 moles) of 2-(4-methylcyclohexoxy)ethanol (prepared above), 0.8 gm of Amberlyst 15 and 100 ml. of acetic anhydride are charged to a 250 ml flask fitted with a magnetic stirrer and Friedrick condenser. The mixture is heated at reflux for 11/2hours, filtered, and acetic anhydride removed by evaporation. The mixture is distilled and 7.92 gms of 2-(4-methylcyclohexoxy)ethylacetate obtained. The structure of the 2-(4-methylcyclohexoxy)ethylacetate is confirmed by NMR. The 2-(4-methylc... Reactants: NC1CCOCC1 (4-aminotetrahydropyran), FC1=CC=C(C=C1)C1=C(N(N=N1)C)COC1=CC=C(N=N1)C(=O)O (6-[5-(4-fluoro-phenyl)-3-methyl-3H-[1,2,3]triazol-4-ylmethoxy]-pyridazine-3-carboxylic acid), CN(C)C(=[N+](C)C)ON1C2=C(C=CC=C2)N=N1.[B-](F)(F)(F)F (TBTU), CCN(C(C)C)C(C)C (DIPEA). Solvent: CN(C)C=O (DMF). Conditions: time 16 hour. Yields the product O1CCC(CC1)NC(=O)C=1N=NC(=CC1)OCC=1N(N=NC1C1=CC=C(C=C1)F)C (6-[5-(4-Fluoro-phenyl)-3-methyl-3H-[1,2,3]triazol-4-ylmethoxy]-pyridazine-3-carboxylic acid (tetrahydro-pyran-4-yl)-amide). The yield is 75.2%. RXN SMILES: [F:1][C:2]1[CH:7]=[CH:6][C:5]([C:8]2[N:12]=[N:11][N:10]([CH3:13])[C:9]=2[CH2:14][O:15][C:16]2[N:21]=[N:20][C:19]([C:22](O)=[O:23])=[CH:18][CH:17]=2)=[CH:4][CH:3]=1.CN(C(ON1N=NC2C=CC=CC1=2)=[N+](C)C)C.[B-](F)(F)(F)F.CCN(C(C)C)C(C)C.[NH2:56][CH:57]1[CH2:62][CH2:61][O:60][CH2:59][CH2:58]1>CN(C=O)C>[O:60]1[CH2:61][CH2:62][CH:57]([NH:56][C:22]([C:19]2[N:20]=[N:21][C:16]([O:15][CH2:14][C:9]3[N:10]([CH3:13])[N:11]=[N:12][C:8]=3[C:5]3[CH:6]=[CH:7][C:2]([F:1])=[CH:3][CH:4]=3)=[CH:17][CH:18]=2)=[O:23])[CH2:58][CH2:59]1 |f:1.2|. Reported procedure: To a solution of 6-[5-(4-fluoro-phenyl)-3-methyl-3H-[1,2,3]triazol-4-ylmethoxy]-pyridazine-3-carboxylic acid (67 mg, 0.20 mmol) and TBTU (72 mg, 0.22 mmol) in DMF (2 mL) was added DIPEA (175 μL, 1.0 mmol). Then 4-aminotetrahydropyran (23 mg, 0.22 mmol) was added and the mixture was stirred at room temperature under Ar for 16 h. The mixture was then evaporated and purification by chromatography (silica, 50 to 100% ethyl acetate in heptane) afforded the title compound (62 mg, 73%) as an off white ... Reaction SMILES: [Cl:1][C:2]1[CH:3]=[C:4]([CH:8]=[CH:9][C:10]=1[C:11](=[O:26])[NH:12][C:13]1[CH:18]=[CH:17][C:16]([Cl:19])=[C:15]([C:20]2[CH:25]=[CH:24][CH:23]=[CH:22][N:21]=2)[CH:14]=1)[C:5]([OH:7])=O.[Cl:27][C:28]1[N:33]=[CH:32][C:31]([NH2:34])=[CH:30][CH:29]=1>>[Cl:1][C:2]1[CH:3]=[C:4]([C:5]([NH:34][C:31]2[CH:32]=[N:33][C:28]([Cl:27])=[CH:29][CH:30]=2)=[O:7])[CH:8]=[CH:9][C:10]=1[C:11]([NH:12][C:13]1[CH:18]=[CH:17][C:16]([Cl:19])=[C:15]([C:20]2[CH:25]=[CH:24][CH:23]=[CH:22][N:21]=2)[CH:14]=1)=[O:26]. Procedure: 50 mg of 3-chloro-4-(4-chloro-3-(pyridin-2-yl)phenylcarbamoyl)benzoic acid was coupled to 6-chloropyridin-3-amine via Procedure G. The crude product was purified on reverse phase HPLC to yield 2-chloro-N1-(4-chloro-3-(pyridin-2-yl)phenyl)-N4-(6-chloropyridin-3-yl)terephthalamide. The product is ClC1=C(C(=O)NC2=CC(=C(C=C2)Cl)C2=NC=CC=C2)C=CC(=C1)C(=O)NC=1C=NC(=CC1)Cl (2-chloro-N1-(4-chloro-3-(pyridin-2-yl)phenyl)-N4-(6-chloropyridin-3-yl)terephthalamide). Starting materials: ClC=1C=C(C(=O)O)C=CC1C(NC1=CC(=C(C=C1)Cl)C1=NC=CC=C1)=O (3-chloro-4-(4-chloro-3-(pyridin-2-yl)phenylcarbamoyl)benzoic acid), ClC1=CC=C(C=N1)N (6-chloropyridin-3-amine).